From a dataset of the Open Reaction Database (ORD), a public repository of structured organic reaction records. describe an organic reaction: reactants, conditions, products, and yield Starting materials: CC(=O)O, [Cl-], Cl, Nc1ccc([N+](=O)[O-])c2ccccc12, O=N[O-], [Na+], O, O, O. The product is Cl, NNc1ccc([N+](=O)[O-])c2ccccc12. Reaction SMILES: [C:24]([OH:25])(=[O:26])[CH3:27].[Cl-:21].[ClH:23].[N+:5](=[O:6])([O-:7])[c:8]1[cH:9][cH:10][c:11]([NH2:18])[c:12]2[cH:13][cH:14][cH:15][cH:16][c:17]12.[N:1]([O-:2])=[O:3].[Na+:4].[OH2:19].[OH2:20].[OH2:22]>>[ClH:21].[NH2:1][NH:18][c:11]1[cH:10][cH:9][c:8]([N+:5](=[O:6])[O-:7])[c:17]2[c:12]1[cH:13][cH:14][cH:15][cH:16]2. The reactants are ClC1=C(C(=CC=C1)F)C1C(NC(O1)=O)=O (5-(2-Chloro-6-fluorophenyl)oxazolidine-2,4-dione), CS(=O)C (dimethylsulfoxide), C[O-].[Na+] (Sodium methoxide). Run in CO (methanol). Reaction conditions: temperature 106 celsius, time 16 hour. Yields the product ClC1=C(C(=CC=C1)OC)C1C(NC(O1)=O)=O (5-(2-Chloro-6-methoxyphenyl)oxazolidine-2,4-dione). As a reaction SMILES: [Cl:1][C:2]1[CH:7]=[CH:6][CH:5]=[C:4](F)[C:3]=1[CH:9]1[O:13][C:12](=[O:14])[NH:11][C:10]1=[O:15].CS(C)=O.[CH3:20][O-:21].[Na+]>CO>[Cl:1][C:2]1[CH:7]=[CH:6][CH:5]=[C:4]([O:21][CH3:20])[C:3]=1[CH:9]1[O:13][C:12](=[O:14])[NH:11][C:10]1=[O:15] |f:2.3|. Reported procedure: 5-(2-Chloro-6-fluorophenyl)oxazolidine-2,4-dione (22 g., 0.096 mole) was taken into a mixture of dimethylsulfoxide (100 ml.) and methanol (31.5 ml.). Sodium methoxide (10.8 g., 0.2 mole) was added over about 4 minutes, during which time the temperature of the reaction mixture rose to 57° C. As a matter of convenience the reaction mixture was allowed to stand for 16 hours at room temperature before heating at 106° C. for 5 hours. After cooling to 65° C., the reaction mixture was quenched by pouri... The reactants are O (Water), Cl.ClCN1N=C(N=C1)C(C)(C)C (1-(chloromethyl)-3-t-butyl-1H-1,2,4-triazole hydrochloride), C(C=C)C(C#N)C#N (allyl malononitrile), C([O-])([O-])=O.[K+].[K+] (potassium carbonate). Run in CN(C=O)C (N,N-dimethylformamide). Yields the product C(C=C)C(C#N)(C#N)CN1N=C(N=C1)C(C)(C)C (allyl [(3-t-butyl-1H-1,2,4-triazole-1-yl)methyl]malononitrile). Yield: 10.8%. Reaction SMILES: Cl.Cl[CH2:3][N:4]1[CH:8]=[N:7][C:6]([C:9]([CH3:12])([CH3:11])[CH3:10])=[N:5]1.[CH2:13]([CH:16]([C:19]#[N:20])[C:17]#[N:18])[CH:14]=[CH2:15].C(=O)([O-])[O-].[K+].[K+].O>CN(C)C=O>[CH2:13]([C:16]([CH2:3][N:4]1[CH:8]=[N:7][C:6]([C:9]([CH3:12])([CH3:11])[CH3:10])=[N:5]1)([C:19]#[N:20])[C:17]#[N:18])[CH:14]=[CH2:15] |f:0.1,3.4.5|. Reported procedure: 1.28 g of 1-(chloromethyl)-3-t-butyl-1H-1,2,4-triazole hydrochloride and 0.77 g of allyl malononitrile were dissolved in 21 ml of N,N-dimethylformamide. 1.01 g of potassium carbonate was added to the solution under ice cooling with stirring, followed by stirring at room temperature for 4 hours. Water was added to the reaction mixture, and then extracted with MTBE. The organic layer was washed with water, dried over anhydrous magnesium sulfate, filtered, and concentrated under reduced pressure. T... The reactants are CC(=O)Cl, CN(C)C=O, [H-], [Na+], O, O=C1Nc2ccc(C(F)(C(F)(F)F)C(F)(F)F)cc2CN1N=Cc1cccnc1. The product is CC(=O)N1C(=O)N(N=Cc2cccnc2)Cc2cc(C(F)(C(F)(F)F)C(F)(F)F)ccc21. RXN SMILES: [CH3:32][C:33]([Cl:34])=[O:35].[CH3:37][N:38]([CH3:39])[CH:40]=[O:41].[H-:30].[Na+:31].[OH2:36].[n:1]1[cH:2][c:3]([CH:7]=[N:8][N:9]2[C:10](=[O:29])[NH:11][c:12]3[cH:13][cH:14][c:15]([C:19]([C:20]([F:21])([F:22])[F:23])([C:24]([F:25])([F:26])[F:27])[F:28])[cH:16][c:17]3[CH2:18]2)[cH:4][cH:5][cH:6]1>>[n:1]1[cH:2][c:3]([CH:7]=[N:8][N:9]2[C:10](=[O:29])[N:11]([C:33]([CH3:32])=[O:35])[c:12]3[cH:13][cH:14][c:15]([C:19]([C:20]([F:21])([F:22])[F:23])([C:24]([F:25])([F:26])[F:27])[F:28])[cH:16][c:17]3[CH2:18]2)[cH:4][cH:5][cH:6]1. The solvent is C(C)OCC (diethyl ether), C(C)(=O)OCC (ethyl acetate), CO (methanol). Product: Cl.OC1=CC(=C(C=2C(O[C@H](CCCC(N[C@@H](CSCC21)C2=NC(=NO2)C)=S)OC([C@H](C)N)=O)=O)C)OC ((S)-2-amino-propionic acid (4R,10S)-16-hydroxy-14-methoxy-13-methyl-4-(3-methyl-1,2,4-oxadiazol-5-yl)-12-oxo-6-thioxo-1,3,4,5,6,7,8,9,10,12-decahydro-11,2,5-benzoxathiaazacyclotetradecin-10-yl ester hydrochloride). The reactants are Cl (hydrochloric acid), C[Si](OC1=CC(=C(C=2C(O[C@H](CCCC(N[C@@H](CSCC21)C2=NC(=NO2)C)=S)OC([C@H](C)NC(=O)OCC=C)=O)=O)C)OC)(C(C(C)C)(C)C)C ((S)-2-Allyloxycarbonylamino-propionic acid (4R,10S)-16-[dimethyl-(1,1,2-trimethyl-propyl)-silanyloxy]-14-methoxy-13-methyl-4-(3-methyl-1,2,4-oxadiazol-5-yl)-12-oxo-6-thioxo-1,3,4,5,6,7,8,9,10,12-decahydro-11,2,5-benzoxathiaazacyclotetradecin-10-yl ester), [F-].[NH4+] (ammonium fluoride). Reported procedure: (S)-2-Allyloxycarbonylamino-propionic acid (4R,10S)-16-[dimethyl-(1,1,2-trimethyl-propyl)-silanyloxy]-14-methoxy-13-methyl-4-(3-methyl-1,2,4-oxadiazol-5-yl)-12-oxo-6-thioxo-1,3,4,5,6,7,8,9,10,12-decahydro-11,2,5-benzoxathiaazacyclotetradecin-10-yl ester was treated with ammonium fluoride in methanol in an analogous manner to the procedure described in Example 1. The resulting product was dissolved in ethyl acetate. Upon addition of 3N hydrochloric acid in diethyl ether, a precipitate formed whic... As a reaction SMILES: C[Si](C)(C(C)(C)C(C)C)[O:3][C:4]1[C:21]2[CH2:20][S:19][CH2:18][C@@H:17]([C:22]3[O:26][N:25]=[C:24]([CH3:27])[N:23]=3)[NH:16][C:15](=[S:28])[CH2:14][CH2:13][CH2:12][C@H:11]([O:29][C:30](=[O:40])[C@@H:31]([NH:33]C(OCC=C)=O)[CH3:32])[O:10][C:9](=[O:41])[C:8]=2[C:7]([CH3:42])=[C:6]([O:43][CH3:44])[CH:5]=1.[F-].[NH4+].[ClH:54]>CO.C(OCC)(=O)C.C(OCC)C>[ClH:54].[OH:3][C:4]1[C:21]2[CH2:20][S:19][CH2:18][C@@H:17]([C:22]3[O:26][N:25]=[C:24]([CH3:27])[N:23]=3)[NH:16][C:15](=[S:28])[CH2:14][CH2:13][CH2:12][C@H:11]([O:29][C:30](=[O:40])[C@@H:31]([NH2:33])[CH3:32])[O:10][C:9](=[O:41])[C:8]=2[C:7]([CH3:42])=[C:6]([O:43][CH3:44])[CH:5]=1 |f:1.2,7.8|. Starting materials: COc1ccccc1, Cc1ccccc1, CN1CCNCC1, CC(C)O, [Cl-], [Cl-], [Cl-], [Cl-], O=C1Nc2cscc2Nc2ccc(Cl)cc21, [NH4+], [OH-], [Ti+4]. As a reaction SMILES: [CH3:1][O:2][c:3]1[cH:4][cH:5][cH:6][cH:7][cH:8]1.[CH3:43][c:44]1[cH:45][cH:46][cH:47][cH:48][cH:49]1.[CH3:9][N:10]1[CH2:11][CH2:12][NH:13][CH2:14][CH2:15]1.[CH:39]([OH:40])([CH3:41])[CH3:42].[Cl-:34].[Cl-:35].[Cl-:36].[Cl-:37].[Cl:16][c:17]1[cH:18][cH:19][c:20]2[c:21]([cH:31]1)[C:22](=[O:30])[NH:23][c:24]1[c:25]([cH:27][s:28][cH:29]1)[NH:26]2.[NH4+:32].[OH-:33].[Ti+4:38]>>[CH3:9][N:10]1[CH2:11][CH2:12][N:13]([C:22]2=[N:23][c:24]3[c:25]([cH:27][s:28][cH:29]3)[NH:26][c:20]3[cH:19][cH:18][c:17]([Cl:16])[cH:31][c:21]32)[CH2:14][CH2:15]1. Product: CN1CCN(C2=Nc3cscc3Nc3ccc(Cl)cc32)CC1. Reactants: C#CCCCOc1ccc(OC(C)(C)C(=O)OCC)c(C)c1, C1CCNCC1, [Cu]I, FC(F)(F)Oc1ccc(I)cc1, c1ccc(P(c2ccccc2)(c2ccccc2)[Pd](P(c2ccccc2)(c2ccccc2)c2ccccc2)(P(c2ccccc2)(c2ccccc2)c2ccccc2)P(c2ccccc2)(c2ccccc2)c2ccccc2)cc1. Product: CCOC(=O)C(C)(C)Oc1ccc(OCCCC#Cc2ccc(OC(F)(F)F)cc2)cc1C. RXN SMILES: [CH2:13]([CH3:14])[O:15][C:16]([C:17]([CH3:18])([O:19][c:20]1[c:21]([CH3:32])[cH:22][c:23]([O:26][CH2:27][CH2:28][CH2:29][C:30]#[CH:31])[cH:24][cH:25]1)[CH3:33])=[O:34].[CH2:35]1[CH2:36][CH2:37][NH:38][CH2:39][CH2:40]1.[Cu:118][I:119].[I:1][c:2]1[cH:3][cH:4][c:5]([O:8][C:9]([F:10])([F:11])[F:12])[cH:6][cH:7]1.[cH:41]1[cH:42][cH:43][c:44]([P:45]([Pd:46]([P:47]([c:48]2[cH:49][cH:50][cH:51][cH:52][cH:53]2)([c:54]2[cH:55][cH:56][cH:57][cH:58][cH:59]2)[c:60]2[cH:61][cH:62][cH:63][cH:64][cH:65]2)([P:66]([c:67]2[cH:68][cH:69][cH:70][cH:71][cH:72]2)([c:73]2[cH:74][cH:75][cH:76][cH:77][cH:78]2)[c:79]2[cH:80][cH:81][cH:82][cH:83][cH:84]2)[P:85]([c:86]2[cH:87][cH:88][cH:89][cH:90][cH:91]2)([c:92]2[cH:93][cH:94][cH:95][cH:96][cH:97]2)[c:98]2[cH:99][cH:100][cH:101][cH:102][cH:103]2)([c:104]2[cH:105][cH:106][cH:107][cH:108][cH:109]2)[c:110]2[cH:111][cH:112][cH:113][cH:114][cH:115]2)[cH:116][cH:117]1>>[c:2]1([C:31]#[C:30][CH2:29][CH2:28][CH2:27][O:26][c:23]2[cH:22][c:21]([CH3:32])[c:20]([O:19][C:17]([C:16]([O:15][CH2:13][CH3:14])=[O:34])([CH3:18])[CH3:33])[cH:25][cH:24]2)[cH:3][cH:4][c:5]([O:8][C:9]([F:10])([F:11])[F:12])[cH:6][cH:7]1. The reactants are Cl, Cl, NC1CN2CCC1CC2, O=C(O)C=Cc1cccs1. Product: O=C(C=Cc1cccs1)NC1CN2CCC1CC2. Reaction SMILES: [ClH:1].[ClH:2].[N:3]12[CH2:4][CH:5]([NH2:11])[CH:6]([CH2:7][CH2:8]1)[CH2:9][CH2:10]2.[s:12]1[c:13]([CH:17]=[CH:18][C:19](=[O:20])[OH:21])[cH:14][cH:15][cH:16]1>>[N:3]12[CH2:4][CH:5]([NH:11][C:19]([CH:18]=[CH:17][c:13]3[s:12][cH:16][cH:15][cH:14]3)=[O:20])[CH:6]([CH2:7][CH2:8]1)[CH2:9][CH2:10]2. Reactants: C(C)(C)(C)C=1C=C(CN2C(O[C@H]3[C@@H](CS(C[C@H]23)(=O)=O)CC2=CC(=C(C=C2)NCCN(C)C)F)=O)C=CC1 ((3aR*,7S*,7aS*)-3-(3-tert-butyl-benzyl)-7-[4-(2-dimethylamino-ethylamino)-3-fluoro-benzyl]-5,5-dioxo-hexahydro-1-oxa-5lambda*6*-thia-3-aza-inden-2-one). Solvent: C1(=CC=CC=C1)C (toluene). Product: C(C)(C)(C)C=1C=C(CN[C@H]2CS(C[C@H]([C@@H]2O)CC2=CC(=C(C=C2)NCCN(C)C)F)(=O)=O)C=CC1 ((3R*,4S*,5S*)-3-(3-tert-Butyl-benzylamino)-5-[4-(2-dimethylamino-ethylamino)-3fluoro-benzyl]-1,1-dioxo-hexahydro-1lambda*6*-thiopyran-4-ol). As a reaction SMILES: [C:1]([C:5]1[CH:6]=[C:7]([CH:35]=[CH:36][CH:37]=1)[CH2:8][N:9]1[C@@H:17]2[C@H:12]([C@H:13]([CH2:20][C:21]3[CH:26]=[CH:25][C:24]([NH:27][CH2:28][CH2:29][N:30]([CH3:32])[CH3:31])=[C:23]([F:33])[CH:22]=3)[CH2:14][S:15](=[O:19])(=[O:18])[CH2:16]2)[O:11]C1=O)([CH3:4])([CH3:3])[CH3:2]>C1(C)C=CC=CC=1>[C:1]([C:5]1[CH:6]=[C:7]([CH:35]=[CH:36][CH:37]=1)[CH2:8][NH:9][C@@H:17]1[C@@H:12]([OH:11])[C@H:13]([CH2:20][C:21]2[CH:26]=[CH:25][C:24]([NH:27][CH2:28][CH2:29][N:30]([CH3:31])[CH3:32])=[C:23]([F:33])[CH:22]=2)[CH2:14][S:15](=[O:19])(=[O:18])[CH2:16]1)([CH3:4])([CH3:2])[CH3:3]. Procedure: The title compound was prepared in analogous manner as described for example 1o) from (3aR*,7S*,7aS*)-3-(3-tert-butyl-benzyl)-7-[4-(2-dimethylamino-ethylamino)-3-fluoro-benzyl]-5,5-dioxo-hexahydro-1-oxa-5lambda*6*-thia-3-aza-inden-2-one to yield a sticky oil: TLC (toluene-ETA 85:15) Rf=0.20; HPLC RtA=1.51 min; ESIMS [M+H]+=506; 1H-NMR (600 MHz, DMSO-d6): δ 7.35 (s, 1H), 7.24 (m, 2H), 7.13 (d, 1H), 6.85 (d, 1H), 6.78 (d, 1H), 6.65 (t, 1H), 5.65 (d, 1H), 4.92 (m, 1H), 3.80 (d, 1H), 3.62 (d, 1H), 3... Starting materials: NC1=C(C=NN1C1=CC2=C(NC(=N2)C)C=C1)C(=O)C=1N(C2=CC=C(C=C2C1)I)S(=O)(=O)C1=CC=CC=C1 (2-[5-amino-1-(2-methyl-1H-benzimidazol-5-yl)-1H-pyrazole-4-carbonyl]-1-(benzenesulfonyl)-5-iodo-1H-indole), [Cu]C#N (copper (I) cyanide), CN1C(CCC1)=O (1-methyl-2-pyrrolidinone), O.N (ammonia water). Isolated yield 88.7%. The product is NC1=C(C=NN1C1=CC2=C(NC(=N2)C)C=C1)C(=O)C=1N(C2=CC=C(C=C2C1)C#N)S(=O)(=O)C1=CC=CC=C1 (2-[5-amino-1-(2-methyl-1H-benzimidazol-5-yl)-1H-pyrazole-4-carbonyl]-1-(benzenesulfonyl)-1H-indole-5-carbonitrile). Solvent: CO (methanol), C(C)(=O)OCC (ethyl acetate). Procedure details: A mixture of 2-[5-amino-1-(2-methyl-1H-benzimidazol-5-yl)-1H-pyrazole-4-carbonyl]-1-(benzenesulfonyl)-5-iodo-1H-indole (117 mg), copper (I) cyanide (84 mg), and 1-methyl-2-pyrrolidinone was reacted in a microwave reactor (190° C., 20 minutes). The reaction mixture was poured into a mixed solution of 2 M ammonia water (40 ml), ethyl acetate (60 ml), and methanol (7 ml), and sonicated for five minutes. After ethyl acetate extraction, the extract was washed with water and then dried over anhydrous ... Reaction SMILES: [NH2:1][C:2]1[N:6]([C:7]2[CH:16]=[CH:15][C:10]3[NH:11][C:12]([CH3:14])=[N:13][C:9]=3[CH:8]=2)[N:5]=[CH:4][C:3]=1[C:17]([C:19]1[N:20]([S:29]([C:32]2[CH:37]=[CH:36][CH:35]=[CH:34][CH:33]=2)(=[O:31])=[O:30])[C:21]2[C:26]([CH:27]=1)=[CH:25][C:24](I)=[CH:23][CH:22]=2)=[O:18].[Cu][C:39]#[N:40].CN1CCCC1=O.O.N>CO.C(OCC)(=O)C>[NH2:1][C:2]1[N:6]([C:7]2[CH:16]=[CH:15][C:10]3[NH:11][C:12]([CH3:14])=[N:13][C:9]=3[CH:8]=2)[N:5]=[CH:4][C:3]=1[C:17]([C:19]1[N:20]([S:29]([C:32]2[CH:37]=[CH:36][CH:35]=[CH:34][CH:33]=2)(=[O:31])=[O:30])[C:21]2[C:26]([CH:27]=1)=[CH:25][C:24]([C:39]#[N:40])=[CH:23][CH:22]=2)=[O:18] |f:3.4|.